This data is from the Open Reaction Database (ORD), a public repository of structured organic reaction records. The task is: describe an organic reaction: reactants, conditions, products, and yield The reactants are CCOC(=O)C(C)(C)CCCCCC(c1ccccc1Cl)N1CCc2c(ccn2C(=O)OC(C)(C)C)C1, ClCCl, O=C(O)C(F)(F)F, O. Product: CCOC(=O)C(C)(C)CCCCCC(c1ccccc1Cl)N1CCc2[nH]ccc2C1. As a reaction SMILES: [C:1]([O:2][C:3](=[O:4])[n:8]1[cH:9][cH:10][c:11]2[c:16]1[CH2:15][CH2:14][N:13]([CH:17]([CH2:18][CH2:19][CH2:20][CH2:21][CH2:22][C:23]([CH3:24])([CH3:25])[C:26](=[O:27])[O:28][CH2:29][CH3:30])[c:31]1[c:32]([Cl:37])[cH:33][cH:34][cH:35][cH:36]1)[CH2:12]2)([CH3:5])([CH3:6])[CH3:7].[Cl:46][CH2:47][Cl:48].[F:38][C:39]([F:40])([F:41])[C:42]([OH:43])=[O:44].[OH2:45]>>[nH:8]1[cH:9][cH:10][c:11]2[c:16]1[CH2:15][CH2:14][N:13]([CH:17]([CH2:18][CH2:19][CH2:20][CH2:21][CH2:22][C:23]([CH3:24])([CH3:25])[C:26](=[O:27])[O:28][CH2:29][CH3:30])[c:31]1[c:32]([Cl:37])[cH:33][cH:34][cH:35][cH:36]1)[CH2:12]2. Reactants: solution, C(C)(C)(C)[Li] (tert-butyllithium), hexanes, solution, C[Sn](C)(C)Cl (trimethyltin chloride), CC1=C2C(SC=C2)=C(C2=C1SC=C2)C (4,8-dimethylbenzo[1,2-b:4,5-b′]dithiophene). The solvent is hexanes, O1CCCC1 (tetrahydrofuran). Conditions: temperature -78 celsius, time 30 minute. The product is CC1=C2C(SC(=C2)[Sn](C)(C)C)=C(C2=C1SC(=C2)[Sn](C)(C)C)C ((4,8-dimethylbenzo[1,2-b:4,5-b′]dithiophene-2,6-diyl)bis(trimethylstannane)). Yield: 74.3%. Reaction SMILES: [CH3:1][C:2]1[C:10]2[S:11][CH:12]=[CH:13][C:9]=2[C:8]([CH3:14])=[C:4]2[S:5][CH:6]=[CH:7][C:3]=12.C([Li])(C)(C)C.[CH3:20][Sn:21](Cl)([CH3:23])[CH3:22]>O1CCCC1>[CH3:14][C:8]1[C:4]2[S:5][C:6]([Sn:21]([CH3:23])([CH3:22])[CH3:20])=[CH:7][C:3]=2[C:2]([CH3:1])=[C:10]2[S:11][C:12]([Sn:21]([CH3:23])([CH3:22])[CH3:20])=[CH:13][C:9]=12. Procedure: A dry 250-mL three-neck round bottom flask was flushed with N2 and was charged with 4,8-dimethylbenzo[1,2-b:4,5-b′]dithiophene (1.02 g, 4.70 mmol) and anhydrous tetrahydrofuran (THF) (75.0 mL, 0.01 M) via deoxygenated syringe. The reaction flask was cooled to −78° C. and a 1.3 M solution of tert-butyllithium in hexanes (9.00 mL, 23.0 mmol) was added drop-wise via deoxygenated syringe. After 30 minutes of stirring at −78° C., the solution was chilled to 0° C. and stirring was continued for 5 minu... RXN SMILES: [CH3:1][N:2]([CH2:4][CH2:5][CH2:6][C@@:7]1([C:18]2[CH:23]=[CH:22][C:21]([F:24])=[CH:20][CH:19]=2)[O:11][CH2:10][C:9]2[CH:12]=[C:13]([C:16]#[N:17])[CH:14]=[CH:15][C:8]1=2)C.[C:25]([OH:30])([C:27]([OH:29])=[O:28])=[O:26].O=C(C(=O)O)O>O>[C:27]([OH:29])(=[O:28])[C:25]([OH:30])=[O:26].[F:24][C:21]1[CH:20]=[CH:19][C:18]([C:7]2([CH2:6][CH2:5][CH2:4][NH:2][CH3:1])[C:8]3[C:9](=[CH:12][C:13]([C:16]#[N:17])=[CH:14][CH:15]=3)[CH2:10][O:11]2)=[CH:23][CH:22]=1 |f:0.1,4.5|. The reactants are CN(C)CCC[C@@]1(C2=C(CO1)C=C(C=C2)C#N)C3=CC=C(C=C3)F.C(=O)(C(=O)O)O (citalopram oxalate), O=C(O)C(O)=O (C2H2O4). Procedure details: A solution of 1-[3-(N-methyl-ammonium)propyl]-1-(4-fluorophenyl)-1,3-dihydro-5-isobenzofuran-carbonitrile (0.70 g, 2.24 mmol) and formaldehyde (0.5 mL, 6.7 mmol, 37% aqueous solution) in 98% formic acid (5 mL) was refluxed for 4 h. After cooling, 4 M HCI (2 mL) was added and the resulting mixture was evaporated. 1 M NaOH (50 mL) was added to the residue and extracted with Et2O (3×100 mL). The organic extract was washed with brine, dried and evaporated. The oxalate salt was isolated from acetone ... The product is C(C(=O)O)(=O)O.FC1=CC=C(C=C1)C1(OCC2=CC(=CC=C12)C#N)CCCNC (1-(4-fluorophenyl)-1-[3-(N-methylamino)propyl]-1,3-dihydro-5-isobenzofurancarbo-nitrile, Oxalate Salt). Run in O (H2O). Reactants: NC1=C(C=C(C=C1)N1CCN(CC1)C(=O)OC(C)(C)C)NS(=O)(=O)C1=CC=CC=C1 (N-{2-amino-5-(4-t-butyloxycarbonyl-piperazinyl)-phenyl}benzenesulfonamide), COC1=C(C=C(C=C1)OC)S(=O)(=O)Cl (2,5-dimethoxybenzenesulfonylchloride). Yields the product COC1=C(C=C(C=C1)OC)S(=O)(=O)NC1=C(C=C(C=C1)N1CCNCC1)NS(=O)(=O)C1=CC=CC=C1 (2,5-Dimethoxy-N-[2-[(phenylsulfonyl)amino]-4-(1-piperazinyl)phenyl]benzenesulfonamide), purple solid. Reaction SMILES: [NH2:1][C:2]1[CH:7]=[CH:6][C:5]([N:8]2[CH2:13][CH2:12][N:11](C(OC(C)(C)C)=O)[CH2:10][CH2:9]2)=[CH:4][C:3]=1[NH:21][S:22]([C:25]1[CH:30]=[CH:29][CH:28]=[CH:27][CH:26]=1)(=[O:24])=[O:23].[CH3:31][O:32][C:33]1[CH:38]=[CH:37][C:36]([O:39][CH3:40])=[CH:35][C:34]=1[S:41](Cl)(=[O:43])=[O:42]>>[CH3:31][O:32][C:33]1[CH:38]=[CH:37][C:36]([O:39][CH3:40])=[CH:35][C:34]=1[S:41]([NH:1][C:2]1[CH:7]=[CH:6][C:5]([N:8]2[CH2:9][CH2:10][NH:11][CH2:12][CH2:13]2)=[CH:4][C:3]=1[NH:21][S:22]([C:25]1[CH:26]=[CH:27][CH:28]=[CH:29][CH:30]=1)(=[O:23])=[O:24])(=[O:42])=[O:43]. Procedure: 2,5-Dimethoxy-N-[2-[(phenylsulfonyl)amino]-4-(1-piperazinyl)phenyl]benzenesulfonamide was synthesized from of N-{2-amino-5-(4-t-butyloxycarbonyl-piperazinyl)-phenyl}benzenesulfonamide and 2,5-dimethoxybenzenesulfonylchloride (57 mg, 0.239 mmol) according to general method 3 to give 60 mg of a purple solid. MS (posES-FIA) m/z=Found: 533.1; Calcd: 533.14; 1H-NMR δ 7.68-7.48 (m, 5H), 7.16-7.05 (m, 4H), 6.69 (dd, 1H), 6.42 (d, 1H), 4.03 (s, 3H), 3.69 (s, 3H), 3.26-3.10 (m, 8H). Reaction SMILES: [CH3:1][C:2]1([CH3:10])[CH2:8][C:7](=[O:9])[O:6][C:4](=[O:5])[CH2:3]1.[CH2:11]([OH:18])[C:12]1[CH:17]=[CH:16][CH:15]=[CH:14][CH:13]=1>>[CH3:1][C:2]([CH3:10])([CH2:3][C:4]([OH:6])=[O:5])[CH2:8][C:7]([O:18][CH2:11][C:12]1[CH:17]=[CH:16][CH:15]=[CH:14][CH:13]=1)=[O:9]. The reactants are CC1(CC(=O)OC(C1)=O)C (3,3-Dimethylglutaric anhydride), C(C1=CC=CC=C1)O (benzyl alcohol). Reported procedure: 3,3-Dimethylglutaric anhydride (5.0 g.) and benzyl alcohol (11 ml.) were heated together at 150° C. for 16 hours. The cooled reaction mixture was partitioned between saturated sodium carbonate solution (50 ml.) and ether (50 ml.). The aqueous layer was separated, acidified with 2M hydrochloric acid and extracted with ether. The extracts were evaporated. The residual yellow oil (4.6 g.) was purified by chromatography on silica gel with methylene chloride as eluant to give benzyl hydrogen 3,3-dime... The product is CC(CC(=O)OCC1=CC=CC=C1)(CC(=O)O)C (benzyl hydrogen 3,3-dimethylglutarate).